From a dataset of the Open Reaction Database (ORD), a public repository of structured organic reaction records. describe an organic reaction: reactants, conditions, products, and yield Starting materials: C(CC)SC1=CC=CC=2C(=NC(C=3N(C21)C(=NN3)CO)C)C3=C(C=CC=C3CC)CC (10-propylthio-4-methyl-1-(hydroxymethyl)-6-(2,6-diethylphenyl)-4H-s-triazolo[4,3-a][1,4]benzodiazepine), C1(CCCC(=O)O1)=O (glutaric anhydride). Solvent: O (water). The product is C(CCCC(=O)O)(=O)O.C(CC)SC1=CC=CC=2C(=NC(C=3N(C21)C(=NN3)CO)C)C3=C(C=CC=C3CC)CC (10-propylthio-4-methyl-1-(hydroxymethyl)-6-(2,6-diethylphenyl)-4H-s-triazolo[4,3-a][1,4]benzodiazepine hydrogen glutarate). As a reaction SMILES: [CH2:1]([S:4][C:5]1[C:15]2[N:14]3[C:16]([CH2:19][OH:20])=[N:17][N:18]=[C:13]3[CH:12]([CH3:21])[N:11]=[C:10]([C:22]3[C:27]([CH2:28][CH3:29])=[CH:26][CH:25]=[CH:24][C:23]=3[CH2:30][CH3:31])[C:9]=2[CH:8]=[CH:7][CH:6]=1)[CH2:2][CH3:3].[C:32]1(=[O:39])[O:38][C:36](=[O:37])[CH2:35][CH2:34][CH2:33]1>O>[C:32]([OH:38])(=[O:39])[CH2:33][CH2:34][CH2:35][C:36]([OH:20])=[O:37].[CH2:1]([S:4][C:5]1[C:15]2[N:14]3[C:16]([CH2:19][OH:20])=[N:17][N:18]=[C:13]3[CH:12]([CH3:21])[N:11]=[C:10]([C:22]3[C:27]([CH2:28][CH3:29])=[CH:26][CH:25]=[CH:24][C:23]=3[CH2:30][CH3:31])[C:9]=2[CH:8]=[CH:7][CH:6]=1)[CH2:2][CH3:3] |f:3.4|. Procedure details: In a manner similar to Example 12, a mixture of 10-propylthio-4-methyl-1-(hydroxymethyl)-6-(2,6-diethylphenyl)-4H-s-triazolo[4,3-a][1,4]benzodiazepine and glutaric anhydride was heated on the water bath to give 10-propylthio-4-methyl-1-(hydroxymethyl)-6-(2,6-diethylphenyl)-4H-s-triazolo[4,3-a][1,4]benzodiazepine hydrogen glutarate (ester).